This data is from the Open Reaction Database (ORD), a public repository of structured organic reaction records. The task is: describe an organic reaction: reactants, conditions, products, and yield The reactants are CCOC(=O)c1ccc(NCCCCCCCCCCCCCCC(C)C)cc1, CCO, Cl, [K+], [OH-], O. Product: CC(C)CCCCCCCCCCCCCCNc1ccc(C(=O)O)cc1. Reaction SMILES: [CH3:1][CH:2]([CH2:3][CH2:4][CH2:5][CH2:6][CH2:7][CH2:8][CH2:9][CH2:10][CH2:11][CH2:12][CH2:13][CH2:14][CH2:15][CH2:16][NH:17][c:18]1[cH:19][cH:20][c:21]([C:22](=[O:23])[O:24][CH2:25][CH3:26])[cH:27][cH:28]1)[CH3:29].[CH3:32][CH2:33][OH:34].[ClH:35].[K+:31].[OH-:30].[OH2:36]>>[CH3:1][CH:2]([CH2:3][CH2:4][CH2:5][CH2:6][CH2:7][CH2:8][CH2:9][CH2:10][CH2:11][CH2:12][CH2:13][CH2:14][CH2:15][CH2:16][NH:17][c:18]1[cH:19][cH:20][c:21]([C:22](=[O:23])[OH:24])[cH:27][cH:28]1)[CH3:29]. Yields the product CN(C(C(=O)NC1=NN(CC1)C=1C=C(C=CC1)C(F)(F)F)C)C (2-Dimethylamino-N-[1-(α,α,α-trifluoro-m-tolyl)-2-pyrazolin-3-yl]propionamide). Starting materials: BrC(C(=O)NC1=NN(CC1)C=1C=C(C=CC1)C(F)(F)F)C (2-Bromo-N-[1-(α,α,α-trifluoro-m-tolyl)-2-pyrazolin-3-yl]-propionamide), CNC (dimethylamine). RXN SMILES: Br[CH:2]([CH3:21])[C:3]([NH:5][C:6]1[CH2:10][CH2:9][N:8]([C:11]2[CH:12]=[C:13]([C:17]([F:20])([F:19])[F:18])[CH:14]=[CH:15][CH:16]=2)[N:7]=1)=[O:4].[CH3:22][NH:23][CH3:24]>C1C=CC=CC=1>[CH3:22][N:23]([CH3:24])[CH:2]([CH3:21])[C:3]([NH:5][C:6]1[CH2:10][CH2:9][N:8]([C:11]2[CH:12]=[C:13]([C:17]([F:20])([F:19])[F:18])[CH:14]=[CH:15][CH:16]=2)[N:7]=1)=[O:4]. Solvent: C1=CC=CC=C1 (benzene). Procedure: A 1.0 g. amount of 2-bromo-N-[1-(α,α,α-trifluoro-m-tolyl)-2-pyrazolin-3-yl]propionamide (Example 12) is dissolved in 50 ml. of benzene in a pressure bottle, then 2.0 ml. of dimethylamine is added and the bottle is sealed for 1/2 hour at room temperature with the separation of crystals. The mixture is heated on a steam bath for 6 hours, then is cooled. The reaction mixture is partitioned between water and benzene. The benzene layer is dried over anhydrous magnesium sulfate and evaporated to a dar... The reactants are COC(=O)c1nc2c(o1)CNC(C(=O)OC(C)(C)C)C2, ClCCl, O=C(O)C(F)(F)F. Product: COC(=O)c1nc2c(o1)CNC(C)C2. As a reaction SMILES: [C:1]([O:2][C:6](=[O:3])[CH:8]1[CH2:9][c:10]2[c:11]([o:14][c:15]([C:17](=[O:18])[O:19][CH3:20])[n:16]2)[CH2:12][NH:13]1)([CH3:4])([CH3:5])[CH3:7].[CH2:28]([Cl:29])[Cl:30].[OH:21][C:22]([C:23]([F:24])([F:25])[F:26])=[O:27]>>[CH3:6][CH:8]1[CH2:9][c:10]2[c:11]([o:14][c:15]([C:17](=[O:18])[O:19][CH3:20])[n:16]2)[CH2:12][NH:13]1. The reactants are COB(OC)OC (trimethylborate), C(C)(C)(C)[Li] (tert-butyllithium), CCCCC (pentane), C(C)(C)(C)OC(=O)N1C=CC2=CC(=CC=C12)O[Si](C)(C)C(C)(C)C (5-(tert-Butyl-dimethyl-silanyloxy)-indole-1-carboxylic acid tert-butyl ester), S(=O)(=O)(O)[O-].[K+] (potassium hydrogensulfate). The solvent is [Cl-].[NH4+] (ammonium chloride), C(C)OCC (ethyl ether), O1CCCC1 (tetrahydrofuran). Run at temperature -78 celsius, time 30 minute. The product is C(C)(C)(C)OC(=O)N1C(=CC2=CC(=CC=C12)O[Si](C)(C)C(C)(C)C)B(O)O (1-(tert-Butoxycarbonyl)-5-{[tert-butyl(dimethyl)silyl]oxyl}-1H-indol-2-ylboronic acid). Reaction SMILES: C([Li])(C)(C)C.CCCCC.[C:11]([O:15][C:16]([N:18]1[C:26]2[C:21](=[CH:22][C:23]([O:27][Si:28]([C:31]([CH3:34])([CH3:33])[CH3:32])([CH3:30])[CH3:29])=[CH:24][CH:25]=2)[CH:20]=[CH:19]1)=[O:17])([CH3:14])([CH3:13])[CH3:12].C[O:36][B:37](OC)[O:38]C.S([O-])(O)(=O)=O.[K+]>O1CCCC1.[Cl-].[NH4+].C(OCC)C>[C:11]([O:15][C:16]([N:18]1[C:26]2[C:21](=[CH:22][C:23]([O:27][Si:28]([C:31]([CH3:34])([CH3:33])[CH3:32])([CH3:29])[CH3:30])=[CH:24][CH:25]=2)[CH:20]=[C:19]1[B:37]([OH:38])[OH:36])=[O:17])([CH3:14])([CH3:13])[CH3:12] |f:4.5,7.8|. Reported procedure: A solution of tert-butyllithium in pentane (1.7 M, 20.7 mL, 35.2 mmol, 1.20 equiv) was added to a solution of 5-(tert-butyl-dimethyl-silanyloxy)-indole-1-carboxylic acid tert-butyl ester (1-5, 10.2 g, 29.3 mmol, 1 equiv) in tetrahydrofuran (100 mL) at −78° C. The resulting light-brown solution was stirred at −78° C. for 30 min, then trimethylborate (6.67 mL, 58.7 mmol, 2.00 equiv) was added. The resulting mixture was warmed to 0° C., then diluted with saturated aqueous ammonium chloride solution... The reactants are C(=O)(C(F)(F)F)O (TFA), C(C)(C)(C)OC(N[C@@H](COC1=C(C(=CC=C1F)[N+](=O)[O-])F)C)=O ([(R)-2-(2,6-difluoro-3-nitrophenoxy)-1-methylethyl]carbamic acid tert-butyl ester), C1(=CC=CC=C1)C (PhMe). Run in C(Cl)Cl (DCM). Conditions: time 90 minute. Product: FC1=CC=C(C=2N[C@@H](COC21)C)[N+](=O)[O-] ((R)-8-Fluoro-3-methyl-5-nitro-3,4-dihydro-2H-benzo[1,4]oxazine). Yield: 86.7%. As a reaction SMILES: C(O)(C(F)(F)F)=O.C(OC(=O)[NH:14][C@H:15]([CH3:29])[CH2:16][O:17][C:18]1[C:23]([F:24])=[CH:22][CH:21]=[C:20]([N+:25]([O-:27])=[O:26])[C:19]=1F)(C)(C)C.C1(C)C=CC=CC=1>C(Cl)Cl>[F:24][C:23]1[C:18]2[O:17][CH2:16][C@@H:15]([CH3:29])[NH:14][C:19]=2[C:20]([N+:25]([O-:27])=[O:26])=[CH:21][CH:22]=1. Procedure details: TFA (3 mL) was added to a solution of [(R)-2-(2,6-difluoro-3-nitrophenoxy)-1-methylethyl]carbamic acid tert-butyl ester (333 mg, 1.00 mmol) in DCM (15 mL) and the mixture was stirred for 90 min at rt. PhMe (25 mL) was added and the solution was concentrated in vacuo. The resultant residue was taken up in MeCN (7 mL); aqueous 2M Na2CO3 (7 mL) was added and the mixture was stirred vigorously for a further 90 min at rt. EtOAc (25 mL) and brine (25 mL) were added and the phases were separated. The a... Reactants: BrC1=CC=C2C(=NNC2=C1)C(=O)O (6-bromo-1H-indazole-3-carboxylic acid), CCN=C=NCCCN(C)C.Cl (EDC.HCl), CNC (dimethylamine), C1CCOC1 (THF). Run in CN(C)C=O (DMF). Conditions: time 8 hour. Yields the product BrC1=CC=C2C(=NNC2=C1)C(=O)N(C)C (6-bromo-N,N-dimethyl-1H-indazole-3-carboxamide). Reaction SMILES: [Br:1][C:2]1[CH:10]=[C:9]2[C:5]([C:6]([C:11]([OH:13])=O)=[N:7][NH:8]2)=[CH:4][CH:3]=1.C[CH2:15][N:16]=[C:17]=NCCCN(C)C.Cl.CNC.C1COCC1>CN(C=O)C>[Br:1][C:2]1[CH:10]=[C:9]2[C:5]([C:6]([C:11]([N:16]([CH3:17])[CH3:15])=[O:13])=[N:7][NH:8]2)=[CH:4][CH:3]=1 |f:1.2|. Procedure details: To a mixture of 6-bromo-1H-indazole-3-carboxylic acid (1 g, 4.15 mmol) and EDC.HCl (1.2 g, 6.2 mmol) in DMF (5 mL) was added 2 M dimethylamine in THF (3.45 mL, 10.3 mmol). Mixture was stirred at RT overnight. The reaction mixture was concentrated in vacuo to remove the volatiles, then diluted with EtOAc (30 mL) and washed with water. The aqueous layer was extracted with more EtOAc (20 mL). The combined organics were washed with water (30 mL), dried (Na2SO4), filtered and concentrated in vacuo to... Starting materials: OCCCC1=CC=C(C=C1)CCC(=O)C1=C2C[C@@H]3[C@H](C2=C(S1)C)C3(C)C (3-[4-(3-hydroxy-propyl)-phenyl]-1-((1aS,5aR)-1,1,2-trimethyl-1,1a,5,5a-tetrahydro-3-thia-cyclopropa[a]pentalen-4-yl)-propan-1-one), CCN(C(C)C)C(C)C (DIPEA), CS(=O)(=O)Cl (methane sulfonylchloride). Solvent: C(Cl)Cl (DCM), C(Cl)Cl (DCM). Run at temperature 0 celsius, time 30 minute. Product: O=C(CCC1=CC=C(C=C1)CCCOS(=O)(=O)C)C1=C2C[C@@H]3[C@H](C2=C(S1)C)C3(C)C (methanesulfonic acid 3-{4-[3-oxo-3-((1aS,5aR)-1,1,2-trimethyl-1,1a,5,5a-tetrahydro-3-thia-cyclopropa[a]pentalen-4-yl)-propyl]-phenyl}-propyl ester). Isolated yield 98.5%. RXN SMILES: [OH:1][CH2:2][CH2:3][CH2:4][C:5]1[CH:10]=[CH:9][C:8]([CH2:11][CH2:12][C:13]([C:15]2[S:22][C:21]([CH3:23])=[C:20]3[C:16]=2[CH2:17][C@H:18]2[C:24]([CH3:26])([CH3:25])[C@H:19]23)=[O:14])=[CH:7][CH:6]=1.CCN(C(C)C)C(C)C.[CH3:36][S:37](Cl)(=[O:39])=[O:38]>C(Cl)Cl>[O:14]=[C:13]([C:15]1[S:22][C:21]([CH3:23])=[C:20]2[C:16]=1[CH2:17][C@H:18]1[C:24]([CH3:26])([CH3:25])[C@H:19]12)[CH2:12][CH2:11][C:8]1[CH:9]=[CH:10][C:5]([CH2:4][CH2:3][CH2:2][O:1][S:37]([CH3:36])(=[O:39])=[O:38])=[CH:6][CH:7]=1. Reported procedure: A solution of 3-[4-(3-hydroxy-propyl)-phenyl]-1-((1aS,5aR)-1,1,2-trimethyl-1,1a,5,5a-tetrahydro-3-thia-cyclopropa[a]pentalen-4-yl)-propan-1-one (147 mg, 0.40 mmol), DIPEA (0.11 mL, 0.642 mmol) in DCM (5 mL) is treated with methane sulfonylchloride (40 μL, 0.481 mmol) at 0° C. The solution is stirred at 0° C. for 30 min, then at rt for 1 h before it is diluted with DCM and washed with 0.1 N aq. NaOH solution, followed by 10% aq. citric acid solution. The organic layer is separated, dried over Na2... Starting materials: CC(=O)O[BH-](OC(C)=O)OC(C)=O, COC(=O)Cc1cccc(C=O)c1, CC(=O)O, CN1CCCC1=O, ClCCl, [Na+], NCc1ccccc1O. Product: COC(=O)Cc1cccc(CNCc2ccccc2O)c1. As a reaction SMILES: [C:27]([O:28][BH-:29]([O:30][C:31](=[O:32])[CH3:33])[O:34][C:35](=[O:36])[CH3:37])(=[O:38])[CH3:39].[CH3:10][O:11][C:12]([CH2:13][c:14]1[cH:15][c:16]([CH:20]=[O:21])[cH:17][cH:18][cH:19]1)=[O:22].[CH3:23][C:24](=[O:25])[OH:26].[CH3:44][N:45]1[CH2:46][CH2:47][CH2:48][C:49]1=[O:50].[Cl:41][CH2:42][Cl:43].[Na+:40].[OH:1][c:2]1[c:3]([CH2:4][NH2:5])[cH:6][cH:7][cH:8][cH:9]1>>[OH:1][c:2]1[c:3]([CH2:4][NH:5][CH2:20][c:16]2[cH:15][c:14]([CH2:13][C:12]([O:11][CH3:10])=[O:22])[cH:19][cH:18][cH:17]2)[cH:6][cH:7][cH:8][cH:9]1.